Dataset: the Open Reaction Database (ORD), a public repository of structured organic reaction records. Task: describe an organic reaction: reactants, conditions, products, and yield The reactants are NN1C(C2=CC=CC=C2C(=N1)N1CCOCC1)=O (2-amino-4-morpholinophthalazin-1(2H)-one), CC1=C(C=CC=C1)CC(=O)O (2-(2-methylphenyl)acetic acid). Yields the product CC1=C(C=CC=C1)CC(=O)NN1C(C2=CC=CC=C2C(=N1)N1CCOCC1)=O (2-(2-methylphenyl)-N-[4-(morpholin-4-yl)-1-oxophthalazin-2(1H)-yl]acetamide). Reaction SMILES: [NH2:1][N:2]1[N:11]=[C:10]([N:12]2[CH2:17][CH2:16][O:15][CH2:14][CH2:13]2)[C:9]2[C:4](=[CH:5][CH:6]=[CH:7][CH:8]=2)[C:3]1=[O:18].[CH3:19][C:20]1[CH:25]=[CH:24][CH:23]=[CH:22][C:21]=1[CH2:26][C:27](O)=[O:28]>>[CH3:19][C:20]1[CH:25]=[CH:24][CH:23]=[CH:22][C:21]=1[CH2:26][C:27]([NH:1][N:2]1[N:11]=[C:10]([N:12]2[CH2:17][CH2:16][O:15][CH2:14][CH2:13]2)[C:9]2[C:4](=[CH:5][CH:6]=[CH:7][CH:8]=2)[C:3]1=[O:18])=[O:28]. Procedure details: The product of Example 1B and 2-(2-methylphenyl)acetic acid were treated using a method similar to that described in Example 111 to give the title compound. 1H NMR (500 MHz, DMSO-d6/D2O) δ 8.31 (d, J=7.8, 1H), 8.03 (d, J=7.7, 1H), 8.01-7.96 (m, 1H), 7.94-7.87 (m, 1H), 7.33-7.30 (m, 1H), 7.24-7.14 (m, 3H), 3.84-3.81 (m, 4H), 3.68 (s, 2H), 3.15-3.06 (m, 4H), 2.35 (s, 3H); MS (ESI+) M/Z 379 (M+H)+. The reactants are FC1=CC(=C(OCC(C)N)C=C1)C(F)(F)F ((4-fluoro-2-(trifluoromethyl)phenoxy]propan-2-amine), C(C)(C)(C)OC(N[C@H](COC1=C(C=C(C=C1)F)C(F)(F)F)C)=O (tert-butyl{(2S)-1-[4-fluoro-2-(trifluoromethyl)phenoxy]propan-2-yl}carbamate), Cl (hydrogen chloride). Solvent: CO (methanol). Run at time 4 hour. The product is Cl.FC1=CC(=C(OC[C@H](C)NCCO)C=C1)C(F)(F)F (2-({(2S)-1-[4-Fluoro-2-(trifluoromethyl)phenoxy]propan-2-yl}amino)ethanol, hydrochloride salt). Reaction SMILES: [F:1][C:2]1[CH:12]=[CH:11][C:5]([O:6][CH2:7][CH:8]([NH2:10])[CH3:9])=[C:4]([C:13]([F:16])([F:15])[F:14])[CH:3]=1.[C:17]([O:21]C(=O)N[C@@H](C)COC1C=CC(F)=CC=1C(F)(F)F)(C)(C)[CH3:18].[ClH:40]>CO>[ClH:40].[F:1][C:2]1[CH:12]=[CH:11][C:5]([O:6][CH2:7][C@@H:8]([NH:10][CH2:18][CH2:17][OH:21])[CH3:9])=[C:4]([C:13]([F:14])([F:15])[F:16])[CH:3]=1 |f:4.5|. Procedure: Synthesis of (2S)-1-[(4-fluoro-2-(trifluoromethyl)phenoxy]propan-2-amine (C7). To a solution of tert-butyl{(2S)-1-[4-fluoro-2-(trifluoromethyl)phenoxy]propan-2-yl}carbamate (C6) (1.87 g, 5.54 mmol) in methanol (10 mL) was added a solution of hydrogen chloride (4 N in 1,4-dioxane, 5 mL). After 4 hours, the reaction mixture was concentrated in vacuo. The resulting residue was taken up in dichloromethane and washed with saturated aqueous sodium bicarbonate solution and water. The organic layer was ... Starting materials: NC1=CC=C(C=C1)S(F)(F)(F)(F)F (4-aminophenylsulfur pentafluoride), N (ammonia), ClC1=CC(=NC=2N1N=C(N2)SC)C (7-chloro-5-methyl-2-(methylthio)[1,2,4]triazolo[1,5-a]pyrimidine), ClC1=CC(=NC=2N1N=C(N2)SC)C (7-chloro-5-methyl-2-(methylthio)[1,2,4]triazolo[1,5-a]pyrimidine). Run in C(C)O (ethanol). The product is CC1=NC=2N(C(=C1)NC1=CC=C(C=C1)S(F)(F)(F)(F)F)N=C(N2)SC (5-methyl-2-(methylthio)-N-[4-(pentafluoro-λ6-sulfanyl)phenyl][1,2,4]triazolo[1,5-a]pyrimidin-7-amine). Reaction SMILES: Cl[C:2]1[N:7]2[N:8]=[C:9]([S:11][CH3:12])[N:10]=[C:6]2[N:5]=[C:4]([CH3:13])[CH:3]=1.[NH2:14][C:15]1[CH:20]=[CH:19][C:18]([S:21]([F:26])([F:25])([F:24])([F:23])[F:22])=[CH:17][CH:16]=1.N>C(O)C>[CH3:13][C:4]1[CH:3]=[C:2]([NH:14][C:15]2[CH:20]=[CH:19][C:18]([S:21]([F:26])([F:22])([F:23])([F:24])[F:25])=[CH:17][CH:16]=2)[N:7]2[N:8]=[C:9]([S:11][CH3:12])[N:10]=[C:6]2[N:5]=1. Reported procedure: To a suspension of 7-chloro-5-methyl-2-(methylthio)[1,2,4]triazolo[1,5-a]pyrimidine (Intermediate 8, (0.2 g, 0.932 mmol)), in ethanol (10 mL), 4-aminophenylsulfur pentafluoride (MANCHESTER, 0.204 g, 0.932 mmol) was added and the mixture was stirred at room temperature until reaching completion. Anhydrous ammonia (0.133 mL, 0.932 mmol) was then added to the mixture and solvent was removed in vacuo. The crude mixture was purified by flash chromatography (Si, eluting with Hexane/EtOAc mixtures form... Starting materials: CC(C)(C)OC(=O)C(Cc1ccccc1)N(Cc1sccc1-c1cc(F)cc(F)c1)C(=O)c1ccc(Cl)cc1Cl, ClCCl, O=C(O)C(F)(F)F. Product: O=C(O)C(Cc1ccccc1)N(Cc1sccc1-c1cc(F)cc(F)c1)C(=O)c1ccc(Cl)cc1Cl. Reaction SMILES: [C:1]([CH3:2])([CH3:3])([CH3:4])[O:5][C:6]([CH:7]([CH2:8][c:9]1[cH:10][cH:11][cH:12][cH:13][cH:14]1)[N:15]([CH2:16][c:17]1[s:18][cH:19][cH:20][c:21]1-[c:22]1[cH:23][c:24]([F:29])[cH:25][c:26]([F:28])[cH:27]1)[C:30]([c:31]1[c:32]([Cl:38])[cH:33][c:34]([Cl:37])[cH:35][cH:36]1)=[O:39])=[O:40].[Cl:48][CH2:49][Cl:50].[OH:41][C:42]([C:43]([F:44])([F:45])[F:46])=[O:47]>>[O:5]=[C:6]([CH:7]([CH2:8][c:9]1[cH:10][cH:11][cH:12][cH:13][cH:14]1)[N:15]([CH2:16][c:17]1[s:18][cH:19][cH:20][c:21]1-[c:22]1[cH:23][c:24]([F:29])[cH:25][c:26]([F:28])[cH:27]1)[C:30]([c:31]1[c:32]([Cl:38])[cH:33][c:34]([Cl:37])[cH:35][cH:36]1)=[O:39])[OH:40]. Starting materials: BrC=1C=CC(=C(C1)[C@@](CO[Si](C)(C)C(C)(C)C)(C)N(C(C(C1=CC=CC=C1)Cl)=O)CC1=CC=C(C=C1)OC)F ((RS)-N-[(R)-1-(5-bromo-2-fluoro-phenyl)-2-(tert-butyl-dimethyl-silanyloxy)-1-methyl-ethyl]-2-chloro-N-(4-methoxy-benzyl)-2-phenyl-acetamide), [F-].C(CCC)[N+](CCCC)(CCCC)CCCC (tetrabutylammonium fluoride). Solvent: O1CCCC1 (tetrahydrofuran), O1CCCC1 (tetrahydrofuran). Reaction conditions: temperature 0 celsius, time 5 minute. Product: BrC=1C=CC(=C(C1)[C@@]1(COC(C(N1CC1=CC=C(C=C1)OC)=O)C1=CC=CC=C1)C)F ((2RS,5R)-5-(5-bromo-2-fluoro-phenyl)-4-(4-methoxy-benzyl)-5-methyl-2-phenyl-morpholin-3-one). As a reaction SMILES: [Br:1][C:2]1[CH:3]=[CH:4][C:5]([F:39])=[C:6]([C@:8]([N:19]([CH2:30][C:31]2[CH:36]=[CH:35][C:34]([O:37][CH3:38])=[CH:33][CH:32]=2)[C:20](=[O:29])[CH:21](Cl)[C:22]2[CH:27]=[CH:26][CH:25]=[CH:24][CH:23]=2)([CH3:18])[CH2:9][O:10][Si](C(C)(C)C)(C)C)[CH:7]=1.[F-].C([N+](CCCC)(CCCC)CCCC)CCC>O1CCCC1>[Br:1][C:2]1[CH:3]=[CH:4][C:5]([F:39])=[C:6]([C@@:8]2([CH3:18])[N:19]([CH2:30][C:31]3[CH:32]=[CH:33][C:34]([O:37][CH3:38])=[CH:35][CH:36]=3)[C:20](=[O:29])[CH:21]([C:22]3[CH:23]=[CH:24][CH:25]=[CH:26][CH:27]=3)[O:10][CH2:9]2)[CH:7]=1 |f:1.2|. Reported procedure: A solution of (RS)-N-[(R)-1-(5-bromo-2-fluoro-phenyl)-2-(tert-butyl-dimethyl-silanyloxy)-1-methyl-ethyl]-2-chloro-N-(4-methoxy-benzyl)-2-phenyl-acetamide (1.068 g, 1.68 mmol) in tetrahydrofuran (30 ml) was cooled to 0° C. and treated dropwise during 10 minutes with a solution of tetrabutylammonium fluoride (1 M, 3.36 mmol) in tetrahydrofuran. The orange-colored reaction mixture was stirred at 0° C. for 5 minutes, then for 4 hours at room temperature. For the workup, the reaction mixture was evap... Reactants: CC1=NN(C=C1C=1C=C2C(=CC=NC2=CC1)N1CCNCC1)C(C1=CC=CC=C1)(C1=CC=CC=C1)C1=CC=CC=C1 (6-(3-methyl-1-trityl-1H-4-pyrazolyl)-4-piperazin-1-yl-quinoline), BrCCN1C(C=2C(C1=O)=CC=CC2)=O (N-(2-bromoethyl)phthalimide), C([O-])([O-])=O.[Na+].[Na+] (sodium carbonate), C(C)#N (acetonitrile). Solvent: O (water), C(C)(=O)OCC (Ethyl acetate). The product is CC1=NN(C=C1C=1C=C2C(=CC=NC2=CC1)N1CCN(CC1)CCN1C(C=2C(C1=O)=CC=CC2)=O)C(C2=CC=CC=C2)(C2=CC=CC=C2)C2=CC=CC=C2 (N-(2-{4-[6-(3-Methyl-1-trityl-1H-4-pyrazolyl)-4-quinolyl]piperazin-1-yl}ethyl)phthalimide). Isolated yield 57.6%. Reaction SMILES: [CH3:1][C:2]1[C:6]([C:7]2[CH:8]=[C:9]3[C:14](=[CH:15][CH:16]=2)[N:13]=[CH:12][CH:11]=[C:10]3[N:17]2[CH2:22][CH2:21][NH:20][CH2:19][CH2:18]2)=[CH:5][N:4]([C:23]([C:36]2[CH:41]=[CH:40][CH:39]=[CH:38][CH:37]=2)([C:30]2[CH:35]=[CH:34][CH:33]=[CH:32][CH:31]=2)[C:24]2[CH:29]=[CH:28][CH:27]=[CH:26][CH:25]=2)[N:3]=1.Br[CH2:43][CH2:44][N:45]1[C:49](=[O:50])[C:48]2=[CH:51][CH:52]=[CH:53][CH:54]=[C:47]2[C:46]1=[O:55].C(=O)([O-])[O-].[Na+].[Na+].C(#N)C>O.C(OCC)(=O)C>[CH3:1][C:2]1[C:6]([C:7]2[CH:8]=[C:9]3[C:14](=[CH:15][CH:16]=2)[N:13]=[CH:12][CH:11]=[C:10]3[N:17]2[CH2:18][CH2:19][N:20]([CH2:43][CH2:44][N:45]3[C:49](=[O:50])[C:48]4=[CH:51][CH:52]=[CH:53][CH:54]=[C:47]4[C:46]3=[O:55])[CH2:21][CH2:22]2)=[CH:5][N:4]([C:23]([C:30]2[CH:31]=[CH:32][CH:33]=[CH:34][CH:35]=2)([C:36]2[CH:41]=[CH:40][CH:39]=[CH:38][CH:37]=2)[C:24]2[CH:29]=[CH:28][CH:27]=[CH:26][CH:25]=2)[N:3]=1 |f:2.3.4|. Procedure: A mixture of 80 mg 6-(3-methyl-1-trityl-1H-4-pyrazolyl)-4-piperazin-1-yl-quinoline obtained in Example 187, 46 mg N-(2-bromoethyl)phthalimide, 19 mg sodium carbonate, and 8 mL acetonitrile was heated overnight under reflux. Ethyl acetate and water were added to the reaction solution, and the organic layer was separated, washed with brine and dried over anhydrous sodium sulfate. The solvent was evaporated, and the residue was purified by silica gel column chromatography (hexane/ethyl acetate) to ... Starting materials: C1(=CC=CC=C1)C(=O)C=O (phenylglyoxal), CC1=CC=C(C=C1)CC(N)(C)C (2-(4-methylphenyl)-1,1-dimethylethanamine). Yields the product CC1=CC=C(C=C1)CC(C)(C)NCC(C1=CC=CC=C1)O (N-(2-(4-Methylphenyl)-1,1-dimethylethyl)-2-hydroxy-2-phenyl ethanamine). RXN SMILES: [C:1]1([C:7]([CH:9]=O)=[O:8])[CH:6]=[CH:5][CH:4]=[CH:3][CH:2]=1.[CH3:11][C:12]1[CH:17]=[CH:16][C:15]([CH2:18][C:19]([CH3:22])([CH3:21])[NH2:20])=[CH:14][CH:13]=1>>[CH3:11][C:12]1[CH:17]=[CH:16][C:15]([CH2:18][C:19]([NH:20][CH2:9][CH:7]([OH:8])[C:1]2[CH:6]=[CH:5][CH:4]=[CH:3][CH:2]=2)([CH3:21])[CH3:22])=[CH:14][CH:13]=1. Procedure details: The title compound was prepared in the manner described in Example 9 using phenylglyoxal and 2-(4-methylphenyl)-1,1-dimethylethanamine. The chromatographed material was recrystallized from cyclohexane to give the title compound m.p. 137. τ(CDCl3 +d6DMSO) 8.95 (6H, s), 7.7 (3H, s), 7.35 (2H, s), 7.0-7.3 (2H, dd), 5.3 (1H, dd), 2.9 (4H, s), 2.5-2.7 (5H, m).